From a dataset of the Open Reaction Database (ORD), a public repository of structured organic reaction records. describe an organic reaction: reactants, conditions, products, and yield Reactants: N1(CCOCC1)C(=O)Cl (morpholine-4-carbonyl chloride), OC1CCN(CC1)C(=O)OCC1=CC=CC=C1 (Benzyl 4-hydroxypiperidine-1-carboxylate), N1(CCOCC1)C(=O)Cl (Morpholine-4-carbonyl chloride), N1(CCOCC1)C(=O)Cl (morpholine-4-carbonyl chloride). Solvent: N1=CC=CC=C1 (pyridine). Reaction conditions: temperature 50 celsius, time 6 hour. Product: N1(CCOCC1)C(=O)OC1CCN(CC1)C(=O)OCC1=CC=CC=C1 (1-(Benzyloxycarbonyl)piperidin-4-yl morpholine-4-carboxylate). Reaction SMILES: [OH:1][CH:2]1[CH2:7][CH2:6][N:5]([C:8]([O:10][CH2:11][C:12]2[CH:17]=[CH:16][CH:15]=[CH:14][CH:13]=2)=[O:9])[CH2:4][CH2:3]1.[N:18]1([C:24](Cl)=[O:25])[CH2:23][CH2:22][O:21][CH2:20][CH2:19]1>N1C=CC=CC=1>[N:18]1([C:24]([O:1][CH:2]2[CH2:3][CH2:4][N:5]([C:8]([O:10][CH2:11][C:12]3[CH:17]=[CH:16][CH:15]=[CH:14][CH:13]=3)=[O:9])[CH2:6][CH2:7]2)=[O:25])[CH2:23][CH2:22][O:21][CH2:20][CH2:19]1. Procedure: Benzyl 4-hydroxypiperidine-1-carboxylate (65 μL) is dissolved in pyridine (2 mL), treated with morpholine-4-carbonyl chloride (500 μL) and stirred for 6 hours at 50° C. Morpholine-4-carbonyl chloride (75 μL) is added and the mixture is stirred for 12 hours at 80° C. Again morpholine-4-carbonyl chloride (500 μL) is added and the mixture is stirred for 12 hours at 80° C. The mixture is partitioned between ethylacetate and hydrochloric acid (1 M). The organic phase is dried (MgSO4) and concentrated... Conditions: time 6 hour. Reaction SMILES: [C:1]([O:5][C:6]([N:8]1[CH2:13][CH:12]=[C:11]([C:14]2[CH:19]=[CH:18][N:17]3[C:20]([C:23]([O:25][CH2:26][CH3:27])=[O:24])=[CH:21][N:22]=[C:16]3[CH:15]=2)[CH2:10][CH2:9]1)=[O:7])([CH3:4])([CH3:3])[CH3:2]>CO.[OH-].[OH-].[Pd+2]>[C:1]([O:5][C:6]([N:8]1[CH2:13][CH2:12][CH:11]([C:14]2[CH:19]=[CH:18][N:17]3[C:20]([C:23]([O:25][CH2:26][CH3:27])=[O:24])=[CH:21][N:22]=[C:16]3[CH:15]=2)[CH2:10][CH2:9]1)=[O:7])([CH3:4])([CH3:3])[CH3:2] |f:2.3.4|. The reactants are H2(balloon), C(C)(C)(C)OC(=O)N1CCC(=CC1)C1=CC=2N(C=C1)C(=CN2)C(=O)OCC (ethyl 7-(1-(tert-butoxycarbonyl)-1,2,3,6-tetrahydropyridin-4-yl)imidazo[1,2-a]pyridine-3-carboxylate). Product: C(C)(C)(C)OC(=O)N1CCC(CC1)C1=CC=2N(C=C1)C(=CN2)C(=O)OCC (ethyl 7-(1-(tert-butoxycarbonyl)piperidin-4-yl)imidazo[1,2-a]pyridine-3-carboxylate). Reagents/catalysts: [OH-].[OH-].[Pd+2] (Pd(OH)2/C). Procedure details: H2(balloon) was introduced to a stirred mixture of Pd(OH)2/C (0.055 g) and ethyl 7-(1-(tert-butoxycarbonyl)-1,2,3,6-tetrahydropyridin-4-yl)imidazo[1,2-a]pyridine-3-carboxylate (89) (0.55 g, 1.48 mmol) in MeOH (5 mL). After 6 hours, the mixture was filtered through a pad of Celite and the solvent was evaporated to give the crude product. The residue was purified over silica using EtOAc and hexanes to give ethyl 7-(1-(tert-butoxycarbonyl)piperidin-4-yl)imidazo[1,2-a]pyridine-3-carboxylate (90). 1H... The solvent is CO (MeOH). Starting materials: CC(C)(C)S(=O)(=O)C(CBr)CBr, ClCCl, Cc1cccc(C)n1. The product is C=C(CBr)S(=O)(=O)C(C)(C)C. RXN SMILES: [Br:1][CH2:2][CH:3]([CH2:4][Br:5])[S:6](=[O:7])(=[O:8])[C:9]([CH3:10])([CH3:11])[CH3:12].[Cl:21][CH2:22][Cl:23].[n:13]1[c:14]([CH3:15])[cH:16][cH:17][cH:18][c:19]1[CH3:20]>>[Br:1][CH2:2][C:3](=[CH2:4])[S:6](=[O:7])(=[O:8])[C:9]([CH3:10])([CH3:11])[CH3:12]. Reactants: Fc1ccc2nc(Nc3ccc(Br)cc3)sc2c1, Fc1ccc2nc(Cl)sc2c1, Nc1ccc(Br)cc1F. Yields the product Fc1ccc2nc(Nc3ccc(Br)cc3F)sc2c1. RXN SMILES: [Br:1][c:2]1[cH:3][cH:4][c:5]([NH:8][c:9]2[s:10][c:11]3[c:12]([n:13]2)[cH:14][cH:15][c:16]([F:18])[cH:17]3)[cH:6][cH:7]1.[Cl:19][c:20]1[s:21][c:22]2[cH:23][c:24]([F:29])[cH:25][cH:26][c:27]2[n:28]1.[F:30][c:31]1[cH:32][c:33]([Br:34])[cH:35][cH:36][c:37]1[NH2:38]>>[Br:1][c:2]1[cH:3][cH:4][c:5]([NH:8][c:9]2[s:10][c:11]3[c:12]([n:13]2)[cH:14][cH:15][c:16]([F:18])[cH:17]3)[c:6]([F:29])[cH:7]1. The reactants are ClCCCl, COC(=O)C(N)Cc1ccccc1, CC(=O)NC(Cc1ccccc1)C(=O)O, O. Product: COC(=O)C(N)Cc1ccccc1, CC(=O)NC(Cc1ccccc1)C(=O)O. As a reaction SMILES: [CH2:29]([Cl:30])[CH2:31][Cl:32].[CH3:16][O:17][C:18]([CH:19]([NH2:20])[CH2:21][c:22]1[cH:23][cH:24][cH:25][cH:26][cH:27]1)=[O:28].[CH3:1][C:2](=[O:3])[NH:4][CH:5]([CH2:6][c:7]1[cH:8][cH:9][cH:10][cH:11][cH:12]1)[C:13]([OH:14])=[O:15].[OH2:33]>>[CH3:16][O:17][C:18]([CH:19]([NH2:20])[CH2:21][c:22]1[cH:23][cH:24][cH:25][cH:26][cH:27]1)=[O:28].[CH3:1][C:2](=[O:3])[NH:4][CH:5]([CH2:6][c:7]1[cH:8][cH:9][cH:10][cH:11][cH:12]1)[C:13](=[O:14])[OH:15]. Reactants: ClC1=C2C3=CC(CCC3(CC2=CC(=C1Cl)CC(=O)N)CCC)=O ((5,6-Dichloro-2,3,9,9a-tetrahydro-3-oxo-9a-propyl-1H-fluoren-7-yl)acetamide), C1(CCCCC1)N=C=NC1CCCCC1 (1,3-dicyclohexylcarbodiimide). Run in N1=CC=CC=C1 (pyridine), N1=CC=CC=C1 (pyridine). Conditions: time 30 minute. Yields the product ClC1=C2C3=CC(CCC3(CC2=CC(=C1Cl)CC#N)CCC)=O ((5,6-Dichloro-2,3,9,9a-tetrahydro-3-oxo-9a-propyl-1H-fluoren-7-yl)acetonitrile). As a reaction SMILES: [Cl:1][C:2]1[C:14]([Cl:15])=[C:13]([CH2:16][C:17]([NH2:19])=O)[CH:12]=[C:11]2[C:3]=1[C:4]1[C:9]([CH2:20][CH2:21][CH3:22])([CH2:10]2)[CH2:8][CH2:7][C:6](=[O:23])[CH:5]=1.C1(N=C=NC2CCCCC2)CCCCC1>N1C=CC=CC=1>[Cl:1][C:2]1[C:14]([Cl:15])=[C:13]([CH2:16][C:17]#[N:19])[CH:12]=[C:11]2[C:3]=1[C:4]1[C:9]([CH2:20][CH2:21][CH3:22])([CH2:10]2)[CH2:8][CH2:7][C:6](=[O:23])[CH:5]=1. Procedure details: (5,6-Dichloro-2,3,9,9a-tetrahydro-3-oxo-9a-propyl-1H-fluoren-7-yl)acetamide (7.03 g, 20 mMole) is dissolved in pyridine (50 ml) and 1,3-dicyclohexylcarbodiimide (4.35 g, 21.1 mMole) in pyridine (25 ml) is added with stirring at 15°-20° C. over a period of 30 minutes. The mixture is stirred at 20° C. for 3 hours and the precipitated dicyclohexylurea removed by filtration and the filtrate concentrated in vacuo to remove the pyridine. Addition of water gave the nitrile which is extracted with ether...